Dataset: the Open Reaction Database (ORD), a public repository of structured organic reaction records. Task: describe an organic reaction: reactants, conditions, products, and yield The reactants are NC=1C=C2C(N(C(=NC2=CC1)CCCC)CC1=CC=C(C=C1)C1=C(C=CC=C1)C1=NN=NN1C(C1=CC=CC=C1)(C1=CC=CC=C1)C1=CC=CC=C1)=O (6-Amino-2-butyl- 3-[(2'-(N-triphenylmethyl-tetrazol-5-yl)biphen-4-yl)methyl]quinazolin-4(3H)-one), C(C1=CC=CC=C1)=O (benzaldehyde), solution, [BH3-]C#N.[Na+] (NaCNBH3). The solvent is CCO (EtOH), C1CCOC1 (THF). Reaction conditions: temperature 60 celsius, time 8 hour. Yields the product C(C1=CC=CC=C1)NC=1C=C2C(N(C(=NC2=CC1)CCCC)CC1=CC=C(C=C1)C1=C(C=CC=C1)C1=NN=NN1C(C1=CC=CC=C1)(C1=CC=CC=C1)C1=CC=CC=C1)=O (6-(N-Benzyl)amino-2-butyl-3-[(2'-(N-triphenylmethyltetrazol-5-yl)biphen-4-yl)methyl]quinazolin-4(3H)-one). Yield: 42.9%. RXN SMILES: [NH2:1][C:2]1[CH:3]=[C:4]2[C:9](=[CH:10][CH:11]=1)[N:8]=[C:7]([CH2:12][CH2:13][CH2:14][CH3:15])[N:6]([CH2:16][C:17]1[CH:22]=[CH:21][C:20]([C:23]3[CH:28]=[CH:27][CH:26]=[CH:25][C:24]=3[C:29]3[N:33]([C:34]([C:47]4[CH:52]=[CH:51][CH:50]=[CH:49][CH:48]=4)([C:41]4[CH:46]=[CH:45][CH:44]=[CH:43][CH:42]=4)[C:35]4[CH:40]=[CH:39][CH:38]=[CH:37][CH:36]=4)[N:32]=[N:31][N:30]=3)=[CH:19][CH:18]=1)[C:5]2=[O:53].[CH:54](=O)[C:55]1[CH:60]=[CH:59][CH:58]=[CH:57][CH:56]=1.[BH3-]C#N.[Na+]>CCO.C1COCC1>[CH2:54]([NH:1][C:2]1[CH:3]=[C:4]2[C:9](=[CH:10][CH:11]=1)[N:8]=[C:7]([CH2:12][CH2:13][CH2:14][CH3:15])[N:6]([CH2:16][C:17]1[CH:18]=[CH:19][C:20]([C:23]3[CH:28]=[CH:27][CH:26]=[CH:25][C:24]=3[C:29]3[N:33]([C:34]([C:35]4[CH:36]=[CH:37][CH:38]=[CH:39][CH:40]=4)([C:41]4[CH:42]=[CH:43][CH:44]=[CH:45][CH:46]=4)[C:47]4[CH:52]=[CH:51][CH:50]=[CH:49][CH:48]=4)[N:32]=[N:31][N:30]=3)=[CH:21][CH:22]=1)[C:5]2=[O:53])[C:55]1[CH:60]=[CH:59][CH:58]=[CH:57][CH:56]=1 |f:2.3|. Reported procedure: To 100 mg (0.14 mmol) of the amine from Example 40 in 2 mL of EtOH was added 16 mg (0.15 mmol) of benzaldehyde. The reaction mixture was heated to 60° C. for 1 hour, cooled to 0° C. and treated with 0.29 mL (0.29 mmol) of a 1M solution of NaCNBH3 in THF. The reaction mixture was stirred overnight, concentrated in vacuo, and the residue partitioned between 25 mL of EtOAc and 15 mL of water. The phases were separated and the organic phase was washed with brine (1×25 mL) and dried over MgSO4. The m... RXN SMILES: [F:1][C:2]([F:23])([F:22])[C:3]1[CH:17]=[C:16]([C:18]([F:21])([F:20])[F:19])[CH:15]=[CH:14][C:4]=1[CH2:5][N:6]1[CH2:11][CH2:10][CH:9]([CH:12]=O)[CH2:8][CH2:7]1.[OH:24][C@@H:25]1[CH2:30][CH2:29][CH2:28][CH2:27][C@H:26]1[NH:31][C:32]1[CH2:36][S:35][C:34](=[O:37])[N:33]=1>CC(O)C.C([O-])(=O)C.[NH2+]1CCCCC1>[F:1][C:2]([F:22])([F:23])[C:3]1[CH:17]=[C:16]([C:18]([F:20])([F:21])[F:19])[CH:15]=[CH:14][C:4]=1[CH2:5][N:6]1[CH2:7][CH2:8][CH:9](/[CH:12]=[C:36]2/[C:32]([NH:31][C@@H:26]3[CH2:27][CH2:28][CH2:29][CH2:30][C@H:25]3[OH:24])=[N:33][C:34](=[O:37])[S:35]/2)[CH2:10][CH2:11]1 |f:3.4|. Procedure details: To a solution of 1-[2,4-bis(trifluoromethyl)benzyl]piperidine-4-carbaldehyde (549 mg) in 2-propanol (5 mL) were added a solution of 4-[(trans-2-hydroxycyclohexyl)amino]thiazol-2(5H)-one (520 mg) in 2-propanol (5 mL) and piperidinium acetate (240 mg). The reaction mixture was stirred at 80° C. overnight, and the solvent was evaporated under reduced pressure. The residue was purified by silica gel column chromatography (ethyl acetate/hexane) and recrystallized from ethyl acetate/heptane to give th... Yields the product FC(C1=C(CN2CCC(CC2)\C=C/2\C(=NC(S2)=O)N[C@H]2[C@@H](CCCC2)O)C=CC(=C1)C(F)(F)F)(F)F ((5Z)-5-({1-[2,4-bis(trifluoromethyl)benzyl]piperidin-4-yl}methylidene)-4-{[trans-2-hydroxycyclohexyl]amino}-1,3-thiazol-2(5H)-one). Isolated yield 64.3%. Reactants: FC(C1=C(CN2CCC(CC2)C=O)C=CC(=C1)C(F)(F)F)(F)F (1-[2,4-bis(trifluoromethyl)benzyl]piperidine-4-carbaldehyde), O[C@H]1[C@@H](CCCC1)NC1=NC(SC1)=O (4-[(trans-2-hydroxycyclohexyl)amino]thiazol-2(5H)-one). The solvent is CC(C)O (2-propanol), CC(C)O (2-propanol), C(C)(=O)[O-].[NH2+]1CCCCC1 (piperidinium acetate). Run at temperature 80 celsius, time 8 hour. Starting materials: CC(=O)OCCCCCBr, COC(=O)C=Cc1ccccc1O. The product is COC(=O)C=Cc1ccccc1OCCCCCOC(C)=O. As a reaction SMILES: [C:14]([CH3:15])(=[O:16])[O:17][CH2:18][CH2:19][CH2:20][CH2:21][CH2:22][Br:23].[OH:1][c:2]1[c:3]([CH:4]=[CH:5][C:6](=[O:7])[O:8][CH3:9])[cH:10][cH:11][cH:12][cH:13]1>>[O:1]([c:2]1[c:3]([CH:4]=[CH:5][C:6](=[O:7])[O:8][CH3:9])[cH:10][cH:11][cH:12][cH:13]1)[CH2:22][CH2:21][CH2:20][CH2:19][CH2:18][O:17][C:14]([CH3:15])=[O:16]. Starting materials: CCc1c(CCNC(=O)n2ccnc2)[nH]c2ccccc12, Cc1ccccc1. Product: CCc1c2n(c3ccccc13)C(=O)NCC2. As a reaction SMILES: [CH2:1]([CH3:2])[c:3]1[c:4]([CH2:12][CH2:13][NH:14][C:15](=[O:16])[n:17]2[cH:18][cH:19][n:20][cH:21]2)[nH:5][c:6]2[cH:7][cH:8][cH:9][cH:10][c:11]12.[CH3:22][c:23]1[cH:24][cH:25][cH:26][cH:27][cH:28]1>>[CH2:1]([CH3:2])[c:3]1[c:4]2[n:5]([c:6]3[cH:7][cH:8][cH:9][cH:10][c:11]13)[C:15](=[O:16])[NH:14][CH2:13][CH2:12]2. Reactants: CCS(=O)(=O)NC(c1cncc(Br)c1)C1CC1, O=C([O-])[O-], CCOC(C)=O, CI, [K+], [K+], CN(C)C=O, O. Product: CCS(=O)(=O)N(C)C(c1cncc(Br)c1)C1CC1. RXN SMILES: [Br:3][c:4]1[cH:5][c:6]([CH:10]([NH:11][S:12](=[O:13])(=[O:14])[CH2:15][CH3:16])[CH:17]2[CH2:18][CH2:19]2)[cH:7][n:8][cH:9]1.[C:20](=[O:21])([O-:22])[O-:23].[CH3:31][CH2:32][O:33][C:34]([CH3:35])=[O:36].[I:1][CH3:2].[K+:24].[K+:25].[O:26]=[CH:27][N:28]([CH3:29])[CH3:30].[OH2:37]>>[Br:3][c:4]1[cH:5][c:6]([CH:10]([N:11]([S:12](=[O:13])(=[O:14])[CH2:15][CH3:16])[CH3:20])[CH:17]2[CH2:18][CH2:19]2)[cH:7][n:8][cH:9]1.